From a dataset of the Open Reaction Database (ORD), a public repository of structured organic reaction records. describe an organic reaction: reactants, conditions, products, and yield Reactants: ClCCl, Cl, C1COCCO1, CC(C)(C)OC(=O)N1CCC(c2nc(-c3ccccc3)cs2)CC1. The product is Cl, c1ccc(-c2csc(C3CCNCC3)n2)cc1. Reaction SMILES: [Cl:32][CH2:33][Cl:34].[ClH:31].[O:25]1[CH2:26][CH2:27][O:28][CH2:29][CH2:30]1.[c:1]1(-[c:7]2[n:8][c:9]([CH:12]3[CH2:13][CH2:14][N:15]([C:18]([O:19][C:20]([CH3:21])([CH3:22])[CH3:23])=[O:24])[CH2:16][CH2:17]3)[s:10][cH:11]2)[cH:2][cH:3][cH:4][cH:5][cH:6]1>>[ClH:31].[c:1]1(-[c:7]2[n:8][c:9]([CH:12]3[CH2:13][CH2:14][NH:15][CH2:16][CH2:17]3)[s:10][cH:11]2)[cH:2][cH:3][cH:4][cH:5][cH:6]1.